Dataset: the Open Reaction Database (ORD), a public repository of structured organic reaction records. Task: describe an organic reaction: reactants, conditions, products, and yield Starting materials: [Cl-].[NH4+] (ammonium chloride), [Li+].CC(C)[N-]C(C)C (LDA), C(CC)=O (propanal), FC1=NC=CC=C1 (2-fluoropyridine). The solvent is C1CCOC1 (THF). Run at time 2 hour. The product is FC1=NC=CC=C1C(CC)O (1-(2-Fluoropyridin-3-yl)propan-1-ol). Reaction SMILES: [Li+].CC([N-]C(C)C)C.[F:9][C:10]1[CH:15]=[CH:14][CH:13]=[CH:12][N:11]=1.[CH:16](=[O:19])[CH2:17][CH3:18].[Cl-].[NH4+]>C1COCC1>[F:9][C:10]1[C:15]([CH:16]([OH:19])[CH2:17][CH3:18])=[CH:14][CH:13]=[CH:12][N:11]=1 |f:0.1,4.5|. Procedure: A freshly prepared LDA solution (68.0 mmol) in 500 ml of THF is cooled to −75° C., and 6.00 g (61.8 mmol) of 2-fluoropyridine are added. The mixture is left to stir at this temperature for 2 h, in the course of which a suspension forms. Thereafter, 4.31 g (74.2 mmol) of propanal are added, in the course of which the internal temperature rises to −45° C. After 2 h, the mixture is allowed to come to RT, poured onto saturated ammonium chloride solution and extracted three times with tert-butyl meth... Procedure: Method F1 (one pot deprotection of Boc and coupling with isocyanate): Tert-butyl 4-(2-oxo-1,2-dihydropyrido[2,3-b]pyrazin-8-yloxy)phenylcarbamate (0.240 g, 0.67 mmol) is dissolved in trifluoroacetic acid (2 ml) and the solution is stirred at room temperature under Argon atmosphere for 2 h. The solvent is evaporated under reduced pressure and the resulting dark oil is dissolved in THF (3 ml) and triethylamine (1 ml). 1-chloro-4-isocyanato-2-(trifluoromethyl)benzene (0.180 g, 0.80 mmol) is added i... Starting materials: [N-]=C=O (isocyanate), O=C1NC2=C(N=C1)N=CC=C2OC2=CC=C(C=C2)NC(OC(C)(C)C)=O (Tert-butyl 4-(2-oxo-1,2-dihydropyrido[2,3-b]pyrazin-8-yloxy)phenylcarbamate), ClC1=C(C=C(C=C1)N=C=O)C(F)(F)F (1-chloro-4-isocyanato-2-(trifluoromethyl)benzene). Run in FC(C(=O)O)(F)F (trifluoroacetic acid). Isolated yield 4.7%. Reaction SMILES: [N-]=C=O.[O:4]=[C:5]1[CH:10]=[N:9][C:8]2[N:11]=[CH:12][CH:13]=[C:14]([O:15][C:16]3[CH:21]=[CH:20][C:19]([NH:22][C:23](=[O:29])OC(C)(C)C)=[CH:18][CH:17]=3)[C:7]=2[NH:6]1.[Cl:30][C:31]1[CH:36]=[CH:35][C:34]([N:37]=C=O)=[CH:33][C:32]=1[C:40]([F:43])([F:42])[F:41]>FC(F)(F)C(O)=O>[Cl:30][C:31]1[CH:36]=[CH:35][C:34]([NH:37][C:23]([NH:22][C:19]2[CH:20]=[CH:21][C:16]([O:15][C:14]3[C:7]4[NH:6][C:5](=[O:4])[CH:10]=[N:9][C:8]=4[N:11]=[CH:12][CH:13]=3)=[CH:17][CH:18]=2)=[O:29])=[CH:33][C:32]=1[C:40]([F:41])([F:42])[F:43]. Product: ClC1=C(C=C(C=C1)NC(=O)NC1=CC=C(C=C1)OC1=CC=NC=2N=CC(NC21)=O)C(F)(F)F (1-(4-chloro-3-(trifluoromethyl)phenyl)-3-(4-(2-oxo-1,2-dihydro pyrido[2,3-b]pyrazin-8-yloxy)phenyl)urea). Reaction conditions: time 2 hour. Reactants: CN1CCN(CC1)C[C@H]1N(C[C@H](C1)SC(C1=CC=CC=C1)(C1=CC=CC=C1)C1=CC=CC=C1)C(=O)OCC1=CC=C(C=C1)[N+](=O)[O-] ((2S,4S)-2-(4-methylpiperazin-1-yl)methyl-1-(4-nitrobenzyloxycarbonyl)-4-(triphenylmethylthio)pyrrolidine), SCCO (2-mercaptoethanol). Solvent: C(C)(=O)OCC (ethyl acetate), FC(C(=O)O)(F)F (trifluoroacetic acid). Conditions: time 15 minute. Yields the product S[C@H]1C[C@H](N(C1)C(=O)OCC1=CC=C(C=C1)[N+](=O)[O-])CN1CCN(CC1)C ((2S,4S)-4-mercapto-2-(4-methylpiperazin-1-yl)methyl-1-(4-nitrobenzyloxycarbonyl)pyrrolidine). The yield is 50.4%. RXN SMILES: [CH3:1][N:2]1[CH2:7][CH2:6][N:5]([CH2:8][C@@H:9]2[CH2:13][C@H:12]([S:14]C(C3C=CC=CC=3)(C3C=CC=CC=3)C3C=CC=CC=3)[CH2:11][N:10]2[C:34]([O:36][CH2:37][C:38]2[CH:43]=[CH:42][C:41]([N+:44]([O-:46])=[O:45])=[CH:40][CH:39]=2)=[O:35])[CH2:4][CH2:3]1.SCCO>FC(F)(F)C(O)=O.C(OCC)(=O)C>[SH:14][C@@H:12]1[CH2:11][N:10]([C:34]([O:36][CH2:37][C:38]2[CH:43]=[CH:42][C:41]([N+:44]([O-:46])=[O:45])=[CH:40][CH:39]=2)=[O:35])[C@H:9]([CH2:8][N:5]2[CH2:6][CH2:7][N:2]([CH3:1])[CH2:3][CH2:4]2)[CH2:13]1. Procedure: To a solution of (2S,4S)-2-(4-methylpiperazin-1-yl)methyl-1-(4-nitrobenzyloxycarbonyl)-4-(triphenylmethylthio)pyrrolidine (6.85 g) in trifluoroacetic acid (35 ml) was added 2-mercaptoethanol (1.13 ml) under ice-cooling and the mixture was stirred at ambient temperature for 15 minutes. The reaction mixture was concentrated in vacuo. The resulting residue was dissolved in toluene (40 ml) and the solution was evaporated in vacuo to give a syrup. The syrup was dissolved in ethyl acetate (100 ml) and... Starting materials: COC([C@H]1N(C[C@@H](C1)O)C(=O)OCC1=CC=CC=C1)=O (N-carbobenzyloxy-trans-4-hydroxy-L-proline methyl ester), C1(=CC=CC=C1)P(C1=CC=CC=C1)C1=CC=CC=C1 (triphenylphosphine), C(#N)C1=CC=C(C=C1)O (4-cyanophenol), CCOC(=O)/N=N/C(=O)OCC (diethylazodicarboxylate). Solvent: C1CCOC1 (THF). Conditions: temperature 0 celsius, time 2 day. Product: COC([C@H]1N(C[C@H](C1)OC1=CC=C(C=C1)C#N)C(=O)OCC1=CC=CC=C1)=O (N-carbobenzyloxy-4-(cis)-(4-cyanophenoxy)-L-proline methyl ester). Isolated yield 88.9%. As a reaction SMILES: [CH3:1][O:2][C:3](=[O:20])[C@@H:4]1[CH2:8][C@@H:7]([OH:9])[CH2:6][N:5]1[C:10]([O:12][CH2:13][C:14]1[CH:19]=[CH:18][CH:17]=[CH:16][CH:15]=1)=[O:11].C1(P(C2C=CC=CC=2)C2C=CC=CC=2)C=CC=CC=1.[C:40]([C:42]1[CH:47]=[CH:46][C:45](O)=[CH:44][CH:43]=1)#[N:41].CCOC(/N=N/C(OCC)=O)=O>C1COCC1>[CH3:1][O:2][C:3](=[O:20])[C@@H:4]1[CH2:8][C@H:7]([O:9][C:45]2[CH:46]=[CH:47][C:42]([C:40]#[N:41])=[CH:43][CH:44]=2)[CH2:6][N:5]1[C:10]([O:12][CH2:13][C:14]1[CH:19]=[CH:18][CH:17]=[CH:16][CH:15]=1)=[O:11]. Procedure details: To a solution of N-carbobenzyloxy-trans-4-hydroxy-L-proline methyl ester (10.0 g, 35.8 mmol) in 200 mL of anhydrous THF under N2 was added triphenylphosphine (10.6 g, 3 9.4 mmol) and 4-cyanophenol (4.7 g, 39.4 mmol) . This solution was cooled to 0° C. and then treated with diethylazodicarboxylate (6.3 mL, 39.4 mmol), added dropwise over 30 minutes The reaction was warmed to room temperature and stirred for 2 days. The solvent was removed in vacuo and the residue chromatographed (SiO2, 30% ethyl ...